This data is from the Open Reaction Database (ORD), a public repository of structured organic reaction records. The task is: describe an organic reaction: reactants, conditions, products, and yield Product: CC(=C)[C@H]1CC2=C(C=CC3=C2O[C@@H]4COC5=CC(=C(C=C5[C@@H]4C3=O)OC)OC)O1 (rotenone). Starting materials: ( B ), BrC1=CC=C(C=N1)CN(C1=CC(OC1)=O)CCF (4-{[(6-bromopyrid-3-yl)methyl](2-fluoroethyl)amino}furan-2(5H)-one), ClC1=CC=C(C=N1)CN(C1=CC(OC1)=O)C (4-{[(6-chloropyrid-3-yl)methyl](methyl)amino}furan-2(5H)-one), ClC1=CC=C(C=N1)CN(C1=CC(OC1)=O)CCF (4-{[(6-chloropyrid-3-yl)methyl](2-fluoroethyl)amino}furan-2(5H)-one), ClC1=CC=C(C=N1)C(C)CS(=NC#N)[O-] ([1-(6-chloropyridin-3-yl)ethyl](methyl)oxido-λ4-sulphanylidenecyanamide), ClC1=CC=C(C=N1)CN(C1=CC(OC1)=O)CC(F)F (4-{[(6-chloropyrid-3-yl)methyl](2,2-difluoroethyl)amino}furan-2(5H)-one), ( A ), ClC1=C(C=C(C=N1)CN(C1=CC(OC1)=O)C1CC1)F (4-{[(6-chloro-5-fluoropyrid-3-yl)methyl](cyclopropyl)amino}furan-2(5H)-one), ClC1=CC=C(C=N1)CCS(=NC#N)[O-] ([(6-chloropyridin-3-yl)methyl](methyl)oxido-λ4-sulphanylidenecyanamide), ClC1=CC=C(C=N1)CN(C1=CC(OC1)=O)C1CC1 (4-{[(6-chloropyrid-3-yl)methyl](cyclopropyl)amino}furan-2(5H)-one), ClC=1C=C(C=NC1Cl)CN(C1=CC(OC1)=O)CCF (4-{[(5,6-dichloropyrid-3-yl)methyl](2-fluoroethyl)amino}furan-2(5H)-one), FC1=CC=C(C=N1)CN(C1=CC(OC1)=O)CC(F)F (4-{[(6-fluoropyrid-3-yl)methyl](2,2-difluoroethyl)amino}furan-2(5H)-one), ClC=1SC(=CN1)CN(C1=CC(OC1)=O)CCF (4-{[(2-chloro-1,3-thiazol-5-yl)methyl](2-fluoroethyl)amino}furan-2(5H)-one), ClC1=C(C=C(C=N1)CN(C1=CC(OC1)=O)C)F (4-{[(6-chloro-5-fluoropyrid-3-yl)methyl](methyl)amino}furan-2(5H)-one). Procedure: 4-{[(6-bromopyrid-3-yl)methyl](2-fluoroethyl)amino}furan-2(5H)-one (known from WO 2007/115644), 4-{[(6-fluoropyrid-3-yl)methyl](2,2-difluoroethyl)amino}furan-2(5H)-one (known from WO 2007/115644), 4-{[(2-chloro-1,3-thiazol-5-yl)methyl](2-fluoroethyl)amino}furan-2(5H)-one (known from WO 2007/115644), 4-{[(6-chloropyrid-3-yl)methyl](2-fluoroethyl)amino}furan-2(5H)-one (known from WO 2007/115644), 4-{[(6-chloropyrid-3-yl)methyl](2,2-difluoroethyl)amino}furan-2(5H)-one (known from WO 2007/115644), 4... As a reaction SMILES: BrC1N=CC(CN(CCF)[C:10]2[CH2:14][O:13][C:12](=O)[CH:11]=2)=CC=1.FC1N=CC(CN(CC(F)F)[C:28]2[CH2:32][O:31][C:30](=[O:33])[CH:29]=2)=CC=1.ClC1SC(CN(CCF)[C:46]2[CH2:50][O:49][C:48](=O)[CH:47]=2)=CN=1.ClC1N=CC(CN(CCF)[C:64]2[CH2:68][O:67][C:66](=O)[CH:65]=2)=CC=1.ClC1N=CC(CN(CC(F)F)[C:82]2[CH2:86][O:85][C:84](=O)[CH:83]=2)=CC=1.Cl[C:93]1N=CC(CN(C)C2COC(=O)C=2)=[CH:95][C:94]=1F.ClC1C=C(CN(CCF)C2COC(=O)C=2)C=NC=1Cl.ClC1N=CC(CN(C2CC2)C2COC(=O)C=2)=CC=1F.ClC1N=CC(CN(C2CC2)C2COC(=O)C=2)=CC=1.ClC1N=CC(CN(C)C2COC(=O)C=2)=CC=1.ClC1N=CC(CCS([O-])=NC#N)=CC=1.ClC1N=CC(C(CS([O-])=NC#N)C)=CC=1>>[CH3:95][C:94]([C@@H:12]1[O:13][C:14]2[CH:86]=[CH:82][C:83]3[C:30](=[O:33])[C@@H:29]4[C@@H:28]([CH2:32][O:31][C:65]5[C:47]4=[CH:46][C:50]([O:49][CH3:48])=[C:68]([O:67][CH3:66])[CH:64]=5)[O:85][C:84]=3[C:10]=2[CH2:11]1)=[CH2:93]. The product is [Br-], C=CC[N+]1(CC=C)CCC(O)CC1. Reactants: C=CCBr, C=CCN1CCC(O)CC1, CCOCC. RXN SMILES: [CH2:11]([CH:12]=[CH2:13])[Br:14].[CH2:1]([CH:2]=[CH2:3])[N:4]1[CH2:5][CH2:6][CH:7]([OH:10])[CH2:8][CH2:9]1.[CH3:15][CH2:16][O:17][CH2:18][CH3:19]>>[Br-:14].[CH2:1]([CH:2]=[CH2:3])[N+:4]1([CH2:13][CH:12]=[CH2:11])[CH2:5][CH2:6][CH:7]([OH:10])[CH2:8][CH2:9]1. Reactants: NC1=CC=CC=2C3=CC=CC=C3CC12 (1-aminofluorene), N1=CC=CC=C1 (pyridine), [H-].[Na+] (sodium hydride), C(C)OC(C(N1C=NC(=C1)C(=O)O)CCCCCC)=O (4-carboxy-α-hexyl-1H-imidazole-1-acetic acid ethyl ester), C(C(=O)Cl)(=O)Cl (oxalyl chloride). Run in C(C)(=O)OCC (ethyl acetate), O1CCCC1 (tetrahydrofuran). Conditions: time 10 minute. Yields the product C(C)OC(C(N1C=NC(=C1)C(=O)NC1C2=CC=CC=C2C=2C=CC=CC12)CCCCCC)=O (α-Hexyl-4-{[(9H-fluoren-9-yl)amino]carbonyl}-1H-imidazole-1-acetic acid ethyl ester). As a reaction SMILES: [H-].[Na+].[CH2:3]([O:5][C:6](=[O:22])[CH:7]([CH2:16][CH2:17][CH2:18][CH2:19][CH2:20][CH3:21])[N:8]1[CH:12]=[C:11]([C:13]([OH:15])=O)[N:10]=[CH:9]1)[CH3:4].C(Cl)(=O)C(Cl)=O.N[C:30]1[C:42]2[CH2:41][C:40]3[C:35](=[CH:36][CH:37]=[CH:38][CH:39]=3)[C:34]=2[CH:33]=[CH:32][CH:31]=1.[N:43]1C=CC=CC=1>O1CCCC1.C(OCC)(=O)C>[CH2:3]([O:5][C:6](=[O:22])[CH:7]([CH2:16][CH2:17][CH2:18][CH2:19][CH2:20][CH3:21])[N:8]1[CH:12]=[C:11]([C:13]([NH:43][CH:41]2[C:40]3[CH:39]=[CH:38][CH:37]=[CH:36][C:35]=3[C:34]3[C:42]2=[CH:30][CH:31]=[CH:32][CH:33]=3)=[O:15])[N:10]=[CH:9]1)[CH3:4] |f:0.1|. Reported procedure: A slurry of 0.062 g of 55% sodium hydride in oil in tetrahydrofuran was added to 0.4 g of 4-carboxy-α-hexyl-1H-imidazole-1-acetic acid ethyl ester. After 10 minutes of stirring, 0.125 ml of oxalyl chloride were added. After stirring for 2 hours at room temperature, 0.31 g of 1-aminofluorene were added followed by 0.16 ml of pyridine. The mixture was stirred at room temperature for 3 hours, taken up in ethyl acetate, and washed twice with a saturated citric acid solution followed by a water wash.... Reactants: C1CCOC1, CNc1nc(Nc2ccc(C(=O)OC)cc2OC(F)F)ncc1Cl, Cl, [Li+], [OH-], O. Product: CNc1nc(Nc2ccc(C(=O)O)cc2OC(F)F)ncc1Cl. As a reaction SMILES: [CH2:28]1[O:29][CH2:30][CH2:31][CH2:32]1.[Cl:1][c:2]1[c:3]([NH:23][CH3:24])[n:4][c:5]([NH:8][c:9]2[c:10]([O:19][CH:20]([F:21])[F:22])[cH:11][c:12]([C:13](=[O:14])[O:15][CH3:16])[cH:17][cH:18]2)[n:6][cH:7]1.[ClH:27].[Li+:25].[OH-:26].[OH2:33]>>[Cl:1][c:2]1[c:3]([NH:23][CH3:24])[n:4][c:5]([NH:8][c:9]2[c:10]([O:19][CH:20]([F:21])[F:22])[cH:11][c:12]([C:13](=[O:14])[OH:15])[cH:17][cH:18]2)[n:6][cH:7]1. Reaction SMILES: [CH3:24][CH2:25][OH:26].[Na+:23].[OH-:22].[OH2:21].[c:1]1([S:7](=[O:8])(=[O:9])[NH:10][CH2:11][CH2:12][CH2:13][CH2:14][CH2:15][CH2:16][CH2:17][CH2:18][C:19]#[N:20])[cH:2][cH:3][cH:4][cH:5][cH:6]1>>[c:1]1([S:7](=[O:8])(=[O:9])[NH:10][CH2:11][CH2:12][CH2:13][CH2:14][CH2:15][CH2:16][CH2:17][CH2:18][C:19](=[O:21])[OH:22])[cH:2][cH:3][cH:4][cH:5][cH:6]1. Product: O=C(O)CCCCCCCCNS(=O)(=O)c1ccccc1. Starting materials: CCO, [Na+], [OH-], O, N#CCCCCCCCCNS(=O)(=O)c1ccccc1. Reactants: aqueous solution, [OH-].[Na+] (sodium hydroxide), FC\1(CCN(C2=C(/C1=C/C(=O)OC)C=CC=C2)C(=O)C2=C(N=C(S2)C2=CC=CC=C2)C)F (methyl (Z)-[4,4-difluoro-1-(4-methyl-2-phenylthiazole-5-carbonyl)-2,3,4,5-tetrahydro-1H-1-benzoazepin-5-ylidene]acetate). Run in CO (methanol). Conditions: time 18 hour. Yields the product FC\1(CCN(C2=C(/C1=C/C(=O)O)C=CC=C2)C(=O)C2=C(N=C(S2)C2=CC=CC=C2)C)F ((Z)-[4,4-difluoro-1-(4-methyl-2-phenylthiazole-5-carbonyl)-2,3,4,5-tetrahydro-1H-1-benzoazepin-5-ylidene]acetic acid). The yield is 95.5%. As a reaction SMILES: [OH-].[Na+].[F:3][C:4]1([F:34])[CH2:5][CH2:6][N:7]([C:20]([C:22]2[S:26][C:25]([C:27]3[CH:32]=[CH:31][CH:30]=[CH:29][CH:28]=3)=[N:24][C:23]=2[CH3:33])=[O:21])[C:8]2[CH:19]=[CH:18][CH:17]=[CH:16][C:9]=2/[C:10]/1=[CH:11]/[C:12]([O:14]C)=[O:13]>CO>[F:34][C:4]1([F:3])[CH2:5][CH2:6][N:7]([C:20]([C:22]2[S:26][C:25]([C:27]3[CH:28]=[CH:29][CH:30]=[CH:31][CH:32]=3)=[N:24][C:23]=2[CH3:33])=[O:21])[C:8]2[CH:19]=[CH:18][CH:17]=[CH:16][C:9]=2/[C:10]/1=[CH:11]/[C:12]([OH:14])=[O:13] |f:0.1|. Procedure details: A 1N aqueous solution of sodium hydroxide (5 ml) was added to a solution of 1,080 mg of methyl (Z)-[4,4-difluoro-1-(4-methyl-2-phenylthiazole-5-carbonyl)-2,3,4,5-tetrahydro-1H-1-benzoazepin-5-ylidene]acetate in 30 ml of methanol, followed by stirring at room temperature for 18 hours. After evaporating the reaction solution, 20 ml of water and 10 ml of 1N hydrochloric acid were added to the residue, and the resulting precipitate was collected by filtration and washed with water to give 1,000 mg o... Reactants: BrC1=C2N=CNC2=NC=N1 (6-bromo-9H-purine), FC=1C=C(C=CC1)C1=C(N=C(C2=CC=CC=C12)C)C(C)N (1-[4-(3-fluorophenyl)-1-methylisoquinolin-3-yl]ethanamine), C(C)(C)N(C(C)C)CC (N,N-diisopropylethylamine). Solvent: C(C)O (ethanol). Reaction conditions: temperature 100 celsius. Product: FC=1C=C(C=CC1)C1=C(N=C(C2=CC=CC=C12)C)C(C)NC1=C2N=CNC2=NC=N1 (N-{1-[4-(3-Fluorophenyl)-1-methylisoquinolin-3-yl]ethyl}-9H-purin-6-amine). Reaction SMILES: Br[C:2]1[N:10]=[CH:9][N:8]=[C:7]2[C:3]=1[N:4]=[CH:5][NH:6]2.[F:11][C:12]1[CH:13]=[C:14]([C:18]2[C:27]3[C:22](=[CH:23][CH:24]=[CH:25][CH:26]=3)[C:21]([CH3:28])=[N:20][C:19]=2[CH:29]([NH2:31])[CH3:30])[CH:15]=[CH:16][CH:17]=1.C(N(CC)C(C)C)(C)C>C(O)C>[F:11][C:12]1[CH:13]=[C:14]([C:18]2[C:27]3[C:22](=[CH:23][CH:24]=[CH:25][CH:26]=3)[C:21]([CH3:28])=[N:20][C:19]=2[CH:29]([NH:31][C:2]2[N:10]=[CH:9][N:8]=[C:7]3[C:3]=2[N:4]=[CH:5][NH:6]3)[CH3:30])[CH:15]=[CH:16][CH:17]=1. Procedure details: A mixture of 6-bromo-9H-purine (0.31 g, 1.6 mmol), 1-[4-(3-fluorophenyl)-1-methylisoquinolin-3-yl]ethanamine (0.220 g, 0.785 mmol), and N,N-diisopropylethylamine (0.27 mL, 1.57 mmol) in ethanol (3 mL) was heated at 100° C. in a sealed tube overnight. The mixture was filtered and filtrate evaporated to dryness under reduced pressure. The resulting residue was purified on a RP-HPLC (XBridge C18 column, eluting with a gradient of acetonitrile in water with 0.2% ammonium hydroxide, at a flow rate of... Starting materials: CCOC(=O)Cc1cccc(Oc2ccc(Br)cc2CBr)c1, [H-], [Na+], O=C1NCCO1, CN(C)C=O. RXN SMILES: [CH2:1]([CH3:2])[O:3][C:4]([CH2:5][c:6]1[cH:7][c:8]([O:12][c:13]2[c:14]([CH2:20][Br:21])[cH:15][c:16]([Br:19])[cH:17][cH:18]2)[cH:9][cH:10][cH:11]1)=[O:22].[H-:29].[Na+:30].[O:23]1[C:24](=[O:28])[NH:25][CH2:26][CH2:27]1.[O:31]=[CH:32][N:33]([CH3:34])[CH3:35]>>[CH2:1]([CH3:2])[O:3][C:4]([CH2:5][c:6]1[cH:7][c:8]([O:12][c:13]2[c:14]([CH2:20][N:25]3[C:24](=[O:28])[O:23][CH2:27][CH2:26]3)[cH:15][c:16]([Br:19])[cH:17][cH:18]2)[cH:9][cH:10][cH:11]1)=[O:22]. Product: CCOC(=O)Cc1cccc(Oc2ccc(Br)cc2CN2CCOC2=O)c1. Starting materials: C(C)OC(=O)C1(CCNCC1)CCOC (4-(2-methoxy-ethyl)-piperidine-4-carboxylic acid ethyl ester), CC1=NOC(=C1S(=O)(=O)Cl)C (3,5-dimethyl-isoxazole-4-sulfonyl chloride), FC(C(OC1=CC=C(C=C1)N)C)(F)F (4-(2,2,2-trifluoro-1-methyl-ethoxy)-phenylamine). Yields the product CC1=NOC(=C1S(=O)(=O)N1CCC2(CCN(C2=O)C2=CC=C(C=C2)OC(C(F)(F)F)C)CC1)C (8-(3,5-Dimethyl-isoxazole-4-sulfonyl)-2-[4-(2,2,2-trifluoro-1-methyl-ethoxy)-phenyl]-2,8-diaza-spiro[4.5]decan-1-one). As a reaction SMILES: C(O[C:4]([C:6]1([CH2:12][CH2:13]OC)[CH2:11][CH2:10][NH:9][CH2:8][CH2:7]1)=[O:5])C.[CH3:16][C:17]1[C:21]([S:22](Cl)(=[O:24])=[O:23])=[C:20]([CH3:26])[O:19][N:18]=1.[F:27][C:28]([F:40])([F:39])[CH:29]([CH3:38])[O:30][C:31]1[CH:36]=[CH:35][C:34]([NH2:37])=[CH:33][CH:32]=1>>[CH3:16][C:17]1[C:21]([S:22]([N:9]2[CH2:8][CH2:7][C:6]3([C:4](=[O:5])[N:37]([C:34]4[CH:35]=[CH:36][C:31]([O:30][CH:29]([CH3:38])[C:28]([F:27])([F:39])[F:40])=[CH:32][CH:33]=4)[CH2:13][CH2:12]3)[CH2:11][CH2:10]2)(=[O:24])=[O:23])=[C:20]([CH3:26])[O:19][N:18]=1. Reported procedure: Light brown solid. MS (ESI): 502.16 (MH+). This example was prepared in analogy to example 1 step C) to D) from 4-(2-methoxy-ethyl)-piperidine-4-carboxylic acid ethyl ester (example 1 step B)), 3,5-dimethyl-isoxazole-4-sulfonyl chloride, 4-(2,2,2-trifluoro-1-methyl-ethoxy)-phenylamine. Reactants: bis(triphenylphosphine)PdCl2, ClC=1C=NC=C(C1CC1=NN=CC2=C(C(=CC=C12)OC)OS(=O)(=O)C(F)(F)F)Cl (trifluoro-methanesulfonic acid 1-(3,5-dichloro-pyridin-4-ylmethyl)-6-methoxy-phthalazin-5-yl ester), Cl (HCl), C(C1=CC=CC=C1)N(CC#C)C (benzyl-methyl-prop-2-ynyl-amine), C(C)NCC (diethylamine). The reagents and catalysts are [Cu]I (CuI). Solvent: C(Cl)Cl (CH2Cl2), C(C)(=O)OCC (ethyl acetate), C(Cl)Cl.CO (CH2Cl2 CH3OH). Product: Cl.Cl.C(C1=CC=CC=C1)N(C)CC#CC1=C2C=NN=C(C2=CC=C1OC)CC1=C(C=NC=C1Cl)Cl (Benzyl-{3-[1-(3,5-dichloro-pyridin-4-ylmethyl)-6-methoxy-phthalazin-5-yl]-prop-2-ynyl}-methyl-amine dihydrochloride). Isolated yield 83.0%. RXN SMILES: [Cl:1][C:2]1[CH:3]=[N:4][CH:5]=[C:6]([Cl:29])[C:7]=1[CH2:8][C:9]1[C:18]2[C:13](=[C:14](OS(C(F)(F)F)(=O)=O)[C:15]([O:19][CH3:20])=[CH:16][CH:17]=2)[CH:12]=[N:11][N:10]=1.[CH2:30]([N:37]([CH3:41])[CH2:38][C:39]#[CH:40])[C:31]1[CH:36]=[CH:35][CH:34]=[CH:33][CH:32]=1.C(NCC)C.[ClH:47]>C(Cl)Cl.CO.C(OCC)(=O)C.C(Cl)Cl.[Cu]I>[ClH:1].[ClH:47].[CH2:30]([N:37]([CH2:38][C:39]#[C:40][C:14]1[C:15]([O:19][CH3:20])=[CH:16][CH:17]=[C:18]2[C:13]=1[CH:12]=[N:11][N:10]=[C:9]2[CH2:8][C:7]1[C:2]([Cl:1])=[CH:3][N:4]=[CH:5][C:6]=1[Cl:29])[CH3:41])[C:31]1[CH:36]=[CH:35][CH:34]=[CH:33][CH:32]=1 |f:4.5,9.10.11|. Procedure details: A suspension under N2 of trifluoro-methanesulfonic acid 1-(3,5-dichloro-pyridin-4-ylmethyl)-6-methoxy-phthalazin-5-yl ester (5 g, 10.68 mmoles), prepared as described in example 73, benzyl-methyl-prop-2-ynyl-amine (2.16 ml, 12.82 mmoles) and diethylamine (100 ml) was added under stirring with bis(triphenylphosphine)PdCl2 (150.2 mg, 0.214 mmole) and CuI (40.75 mg, 0.214 mmole). The mixture was refluxed for 6 hours, brought to dryness and the residue flash chromatographed (eluent: ethyl acetate) t...